From a dataset of the Open Reaction Database (ORD), a public repository of structured organic reaction records. describe an organic reaction: reactants, conditions, products, and yield The reactants are [H-].[Na+] (Sodium hydride), O (water), C(C)I (ethyl iodide), [N+](=O)([O-])C=1C=C(NC(C)=O)C=C(C1)[N+](=O)[O-] (3',5'-dinitroacetanilide). Solvent: CN(C=O)C (dimethylformamide). The product is [N+](=O)([O-])C=1C=C(N(C(C)=O)CC)C=C(C1)[N+](=O)[O-] (3',5'-dinitro-N-ethylacetanilide). As a reaction SMILES: [H-].[Na+].[CH2:3](I)[CH3:4].[N+:6]([C:9]1[CH:10]=[C:11]([CH:16]=[C:17]([N+:19]([O-:21])=[O:20])[CH:18]=1)[NH:12][C:13](=[O:15])[CH3:14])([O-:8])=[O:7].O>CN(C)C=O>[N+:6]([C:9]1[CH:10]=[C:11]([CH:16]=[C:17]([N+:19]([O-:21])=[O:20])[CH:18]=1)[N:12]([CH2:3][CH3:4])[C:13](=[O:15])[CH3:14])([O-:8])=[O:7] |f:0.1|. Procedure details: Sodium hydride (50% in mineral oil; 1.44 g.), followed by ethyl iodide (3.6 ml.), were added, in small portions during 2 minutes, to a warm stirred solution of 3',5'-dinitroacetanilide (6.75 g.) in dimethylformamide (20 ml.). The mixture was heated on the steam bath for 150 minutes, then cooled, poured into water (400 ml.) and extracted with ethyl acetate (3 × 100 ml.). The combined organic extracts were washed with water, dried over anhydrous magnesium sulphate and evaporated to dryness. The re... The reactants are CC(=O)N1CCc2ccc(Cl)cc21, CC(=O)O, ClI. Product: CC(=O)N1CCc2cc(I)c(Cl)cc21. RXN SMILES: [C:1]([CH3:2])(=[O:3])[N:4]1[CH2:5][CH2:6][c:7]2[cH:8][cH:9][c:10]([Cl:13])[cH:11][c:12]21.[CH3:16][C:17](=[O:18])[OH:19].[I:14][Cl:15]>>[C:1]([CH3:2])(=[O:3])[N:4]1[CH2:5][CH2:6][c:7]2[cH:8][c:9]([I:14])[c:10]([Cl:13])[cH:11][c:12]21. The reactants are O.C1(=CC=C(C=C1)S(=O)(=O)O)C (p-Toluenesulfonic acid monohydrate), NCC(C)N (1,2-diaminopropane), C(#N)C1=C(C(=NN1C)C)[N+](=O)[O-] (5-cyano-1,3-dimethyl-4-nitropyrazole). Run in ClC1=C(C=CC=C1)Cl (o-dichlorobenzene). Reaction conditions: temperature 120 celsius, time 0.5 hour. The product is CN1N=C(C(=C1C=1NCC(N1)C)[N+](=O)[O-])C (2-(1,3-dimethyl-4-nitropyrazol-5-yl)-4-methylimidazoline). Isolated yield 84.3%. Reaction SMILES: O.C1(C)C=CC(S(O)(=O)=O)=CC=1.[NH2:13][CH2:14][CH:15](N)[CH3:16].[C:18]([C:20]1[N:24]([CH3:25])[N:23]=[C:22]([CH3:26])[C:21]=1[N+:27]([O-:29])=[O:28])#[N:19]>ClC1C=CC=CC=1Cl>[CH3:25][N:24]1[C:20]([C:18]2[NH:13][CH2:14][CH:15]([CH3:16])[N:19]=2)=[C:21]([N+:27]([O-:29])=[O:28])[C:22]([CH3:26])=[N:23]1 |f:0.1|. Procedure: p-Toluenesulfonic acid monohydrate (15.2 g, 0.08 mol) is added in portions with stirring to 6 g (0.08 mol) of 1,2-diaminopropane under nitrogen. To the resulting melt (ca 100° C.) is added in portions 12.6 g (0.076 mol) of 5-cyano-1,3-dimethyl-4-nitropyrazole (mp 93° C.); the mixture is stirred and heated to 120° C. and 25 ml of o-dichlorobenzene is added; stirring is continued at 120°-130° for 0.5 hours then at 160° C. for three hours. The cooled mixture is extracted with 75 ml of 3N HCl. The a... Reaction SMILES: [CH2:1]([O:3][C:4]1[CH:27]=[CH:26][CH:25]=[CH:24][C:5]=1[C:6]([N:8]=[C:9]1[N:13]([CH2:14][CH2:15][O:16][CH3:17])[C:12]2(OCC)[CH2:18][O:19][CH2:20][CH:11]2[S:10]1)=[O:7])[CH3:2].O.C1(C)C=CC(S(O)(=O)=[O:36])=CC=1>C1(C)C=CC=CC=1.C(OCC)(=O)C>[C:20]([O-:36])(=[O:19])[CH3:11].[NH4+:8].[CH2:1]([O:3][C:4]1[CH:27]=[CH:26][CH:25]=[CH:24][C:5]=1[C:6]([N:8]=[C:9]1[N:13]([CH2:14][CH2:15][O:16][CH3:17])[C:12]2[CH2:18][O:19][CH2:20][C:11]=2[S:10]1)=[O:7])[CH3:2] |f:1.2,5.6|. Yields the product C(C)(=O)[O-].[NH4+] (ammonium acetate), C(C)OC1=C(C(=O)N=C2SC3=C(N2CCOC)COC3)C=CC=C1 (2-Ethoxy-N-[3-(2-methoxyethyl)-4,6-dihydro-3H-furo[3,4-d]thiazol-2-ylidene]-benzamide). Run in C(C)(=O)OCC (ethyl acetate), C1(=CC=CC=C1)C (toluene). Procedure: To a solution of the product from Example 125D (15 mg, 0.04 mmol) in toluene (10 mL) was added p-toluenesulfonic acid monohydrate (2 mg). The mixture was refluxed for 3 hours and then cooled to room temperature, diluted with ethyl acetate, washed with 1M NaHCO3, dried (Na2SO4), filtered and concentrated. Purification by preparative HPLC on a waters Symmetry C8 column (40 mm×100 mm, 7 μm particle size) using a gradient of 10% to 100% acetonitrile: ammonium acetate (10 mM) over 15 min at a flow ra... The reactants are C(C)OC1=C(C(=O)N=C2SC3C(N2CCOC)(COC3)OCC)C=CC=C1 (2-Ethoxy-N-[3a-ethoxy-3-(2-methoxy-ethyl)-tetrahydro-furo[3,4-d]thiazol-2-ylidene]-benzamide), O.C1(=CC=C(C=C1)S(=O)(=O)O)C (p-toluenesulfonic acid monohydrate).